Dataset: the Open Reaction Database (ORD), a public repository of structured organic reaction records. Task: describe an organic reaction: reactants, conditions, products, and yield Starting materials: BrC(C(=O)OCC)C1=CC2=C(C=C1)OCO2 (ethyl α-bromo-3,4-methylenedioxyphenylacetate), three, OC1=C(C=C(C(=O)OC)C=C1)CCC (methyl 4-hydroxy-3-n-propylbenzoate), C([O-])([O-])=O.[Cs+].[Cs+] (cesium carbonate). The solvent is CN(C)C=O (DMF), CN(C)C=O (DMF). Run at time 2 hour. Product: C(=O)(OC)C1=CC(=C(OC(C(=O)OCC)C2=CC3=C(C=C2)OCO3)C=C1)CCC (ethyl α-(4-carbomethoxy-2-n-propylphenoxy)-3,4-methylenedioxyphenylacetate). Reaction SMILES: [OH:1][C:2]1[CH:11]=[CH:10][C:5]([C:6]([O:8][CH3:9])=[O:7])=[CH:4][C:3]=1[CH2:12][CH2:13][CH3:14].C(=O)([O-])[O-].[Cs+].[Cs+].Br[CH:22]([C:28]1[CH:33]=[CH:32][C:31]2[O:34][CH2:35][O:36][C:30]=2[CH:29]=1)[C:23]([O:25][CH2:26][CH3:27])=[O:24]>CN(C=O)C>[C:6]([C:5]1[CH:10]=[CH:11][C:2]([O:1][CH:22]([C:28]2[CH:33]=[CH:32][C:31]3[O:34][CH2:35][O:36][C:30]=3[CH:29]=2)[C:23]([O:25][CH2:26][CH3:27])=[O:24])=[C:3]([CH2:12][CH2:13][CH3:14])[CH:4]=1)([O:8][CH3:9])=[O:7] |f:1.2.3|. Procedure: To a 2 L three necked 24/40 round bottom flask equipped with a mechanical stirrer, a nitrogen inlet and a dropping funnel was first added a solution of 36.0 g (0.185 mol) of methyl 4-hydroxy-3-n-propylbenzoate dissolved in 700 mL of anhydrous DMF followed by 66.4 g (0.204 mol) of cesium carbonate. The flask was purged with nitrogen and the reaction mixture was stirred at room temperature for 2 hours. A solution of 58.5 g (0.204 mol) of ethyl α-bromo-3,4-methylenedioxyphenylacetate dissolved in 1... Solvent: C1CCOC1 (THF). Conditions: time 2 hour. Reaction SMILES: [N+:1]([C:4]1[CH:9]=[CH:8][C:7]([CH:10](O)[CH3:11])=[CH:6][CH:5]=1)([O-:3])=[O:2].C1(P(C2C=CC=CC=2)C2C=CC=CC=2)C=CC=CC=1.N1C=CN=C1.[I:37]I.[Cl-].[NH4+]>C1COCC1>[I:37][CH2:11][CH2:10][C:7]1[CH:8]=[CH:9][C:4]([N+:1]([O-:3])=[O:2])=[CH:5][CH:6]=1 |f:4.5|. Procedure: 15 g of 4-nitrophenylethanol, 28.1 g of triphenylphosphine and 9.2 g of imidazole are dissolved in 500 ml of THF, mixed in portions with 27.77 g of iodine and stirred for 2 hours at room temperature. The reaction mixture is mixed with ammonium chloride solution and extracted with dichloromethane. The organic phase is washed in succession with sodium thiosulfate solution and water and dried on sodium sulfate. After purification by chromatography on silica gel, 23.22 g of the title compound is obt... The reactants are II (iodine), [N+](=O)([O-])C1=CC=C(C=C1)C(C)O (4-nitrophenylethanol), C1(=CC=CC=C1)P(C1=CC=CC=C1)C1=CC=CC=C1 (triphenylphosphine), N1C=NC=C1 (imidazole), [Cl-].[NH4+] (ammonium chloride). Yield: 93.4%. Product: ICCC1=CC=C(C=C1)[N+](=O)[O-] (1-(2-Iodo-ethyl)-4-nitro-benzene).